This data is from the Open Reaction Database (ORD), a public repository of structured organic reaction records. The task is: describe an organic reaction: reactants, conditions, products, and yield The reactants are C(CCCCCCC\C=C/C\C=C/CCCCC)(=O)OCCCCCCCCCCCCCCCCCCCCCC(=O)OC(C)(C)C (22-Linoleoyloxydocosanoic Acid, Tert.-Butyl Ester). The solvent is C1=CC=CC=C1 (benzene). Product: C(CCCCCCC\C=C/C\C=C/CCCCC)(=O)OCCCCCCCCCCCCCCCCCCCCCC(=O)O (22-Linoleoyloxydocosanic Acid). As a reaction SMILES: [C:1]([O:20][CH2:21][CH2:22][CH2:23][CH2:24][CH2:25][CH2:26][CH2:27][CH2:28][CH2:29][CH2:30][CH2:31][CH2:32][CH2:33][CH2:34][CH2:35][CH2:36][CH2:37][CH2:38][CH2:39][CH2:40][CH2:41][C:42]([O:44]C(C)(C)C)=[O:43])(=[O:19])[CH2:2][CH2:3][CH2:4][CH2:5][CH2:6][CH2:7][CH2:8]/[CH:9]=[CH:10]\[CH2:11]/[CH:12]=[CH:13]\[CH2:14][CH2:15][CH2:16][CH2:17][CH3:18]>C1C=CC=CC=1>[C:1]([O:20][CH2:21][CH2:22][CH2:23][CH2:24][CH2:25][CH2:26][CH2:27][CH2:28][CH2:29][CH2:30][CH2:31][CH2:32][CH2:33][CH2:34][CH2:35][CH2:36][CH2:37][CH2:38][CH2:39][CH2:40][CH2:41][C:42]([OH:44])=[O:43])(=[O:19])[CH2:2][CH2:3][CH2:4][CH2:5][CH2:6][CH2:7][CH2:8]/[CH:9]=[CH:10]\[CH2:11]/[CH:12]=[CH:13]\[CH2:14][CH2:15][CH2:16][CH2:17][CH3:18]. Reported procedure: A solution of the ester (35) (0.15 g, 0.222 mmol) in dry benzene (3 ml) under nitrogen was treated with a catalytic amount of toluenesuphonic acid and the resulting solution heated at reflux for 5 hours, after which time no starting material remained on tlc. The volatile components were removed in vacuo and the residue chromatographed on silica (5 g). Elution with 10% ether in petrol gave the title compound (42) as a white wax (0.1 g, 73%). Reactants: O=C(Cl)c1cccnc1, CCN(C(C)C)C(C)C, Cl, Nc1ccc(C(CC2CCCC2)C(=O)Nc2nccs2)cc1, C1CCOC1. Product: O=C(Nc1ccc(C(CC2CCCC2)C(=O)Nc2nccs2)cc1)c1cccnc1. As a reaction SMILES: [C:33]([c:34]1[cH:35][n:36][cH:37][cH:38][cH:39]1)(=[O:40])[Cl:41].[CH:23]([N:24]([CH2:25][CH3:26])[CH:27]([CH3:28])[CH3:29])([CH3:30])[CH3:31].[ClH:32].[NH2:1][c:2]1[cH:3][cH:4][c:5]([CH:8]([C:9](=[O:10])[NH:11][c:12]2[s:13][cH:14][cH:15][n:16]2)[CH2:17][CH:18]2[CH2:19][CH2:20][CH2:21][CH2:22]2)[cH:6][cH:7]1.[O:42]1[CH2:43][CH2:44][CH2:45][CH2:46]1>>[NH:1]([c:2]1[cH:3][cH:4][c:5]([CH:8]([C:9](=[O:10])[NH:11][c:12]2[s:13][cH:14][cH:15][n:16]2)[CH2:17][CH:18]2[CH2:19][CH2:20][CH2:21][CH2:22]2)[cH:6][cH:7]1)[C:33]([c:34]1[cH:35][n:36][cH:37][cH:38][cH:39]1)=[O:40]. The reactants are CC(=O)O, Cc1ccccc1, COC(=O)c1cc([N+](=O)[O-])cc([N+](=O)[O-])c1F, [Fe]. Yields the product COC(=O)c1cc([N+](=O)[O-])cc(N)c1F. RXN SMILES: [C:25]([OH:26])(=[O:27])[CH3:28].[CH3:18][c:19]1[cH:20][cH:21][cH:22][cH:23][cH:24]1.[F:1][c:2]1[c:3]([C:4](=[O:5])[O:6][CH3:7])[cH:8][c:9]([N+:15](=[O:16])[O-:17])[cH:10][c:11]1[N+:12]([O-:13])=[O:14].[Fe:29]>>[F:1][c:2]1[c:3]([C:4](=[O:5])[O:6][CH3:7])[cH:8][c:9]([N+:15](=[O:16])[O-:17])[cH:10][c:11]1[NH2:12]. Reactants: ClC1=NC=CC(=N1)C1=C(N=C2N1C=CC=C2)C=2C=C(C(=O)NC1=C(C=CC=C1F)F)C=CC2 (3-[3-(2-chloro-4-pyrimidinyl)imidazo[1,2-a]pyridin-2-yl]-N-(2,6-difluorophenyl)-benzamide), COC1=C(C=CC(=C1)[C@@H]1CC[C@H](CC1)N1CCN(CC1)CCS(=O)(=O)C)N ([2-(methyloxy)-4-(trans-4-{4-[2-(methylsulfonyl)ethyl]-1-piperazinyl}cyclohexyl)phenyl]amine), Cl (HCl), O1CCOCC1 (dioxane), C[O-].[Na+] (sodium methoxide), Teflon. The solvent is CO (MeOH), CCCCCC (hexane), FC(CO)(F)F (2,2,2-trifluoroethanol), C(Cl)Cl (DCM). Run at temperature 175 celsius. The product is FC1=C(C(=CC=C1)F)NC(C1=CC(=CC=C1)C=1N=C2N(C=CC=C2)C1C1=NC(=NC=C1)NC1=C(C=C(C=C1)[C@@H]1CC[C@H](CC1)N1CCN(CC1)CCS(=O)(=O)C)OC)=O (N-(2,6-difluorophenyl)-3-[3-(2-{[2-(methyloxy)-4-(trans-4-{4-[2-(methylsulfonyl)-ethyl]-1-piperazinyl}cyclohexyl)phenyl]amino}-4-pyrimidinyl)imidazo[1,2-a]pyridin-2-yl]benzamide). Isolated yield 54.5%. Reaction SMILES: Cl[C:2]1[N:7]=[C:6]([C:8]2[N:12]3[CH:13]=[CH:14][CH:15]=[CH:16][C:11]3=[N:10][C:9]=2[C:17]2[CH:18]=[C:19]([CH:31]=[CH:32][CH:33]=2)[C:20]([NH:22][C:23]2[C:28]([F:29])=[CH:27][CH:26]=[CH:25][C:24]=2[F:30])=[O:21])[CH:5]=[CH:4][N:3]=1.[CH3:34][O:35][C:36]1[CH:41]=[C:40]([C@H:42]2[CH2:47][CH2:46][C@H:45]([N:48]3[CH2:53][CH2:52][N:51]([CH2:54][CH2:55][S:56]([CH3:59])(=[O:58])=[O:57])[CH2:50][CH2:49]3)[CH2:44][CH2:43]2)[CH:39]=[CH:38][C:37]=1[NH2:60].Cl.O1CCOCC1.C[O-].[Na+]>FC(F)(F)CO.CO.C(Cl)Cl.CCCCCC>[F:30][C:24]1[CH:25]=[CH:26][CH:27]=[C:28]([F:29])[C:23]=1[NH:22][C:20](=[O:21])[C:19]1[CH:31]=[CH:32][CH:33]=[C:17]([C:9]2[N:10]=[C:11]3[CH:16]=[CH:15][CH:14]=[CH:13][N:12]3[C:8]=2[C:6]2[CH:5]=[CH:4][N:3]=[C:2]([NH:60][C:37]3[CH:38]=[CH:39][C:40]([C@H:42]4[CH2:43][CH2:44][C@H:45]([N:48]5[CH2:49][CH2:50][N:51]([CH2:54][CH2:55][S:56]([CH3:59])(=[O:58])=[O:57])[CH2:52][CH2:53]5)[CH2:46][CH2:47]4)=[CH:41][C:36]=3[O:35][CH3:34])[N:7]=2)[CH:18]=1 |f:4.5|. Procedure: To 3-[3-(2-chloro-4-pyrimidinyl)imidazo[1,2-a]pyridin-2-yl]-N-(2,6-difluorophenyl)-benzamide (Intermediate Example 1) (50 mg, 0.11 mmol) and [2-(methyloxy)-4-(trans-4-{4-[2-(methylsulfonyl)ethyl]-1-piperazinyl}cyclohexyl)phenyl]amine (Example 93, step H) (43 mg, 0.11 mmol) in 2,2,2-trifluoroethanol (1.0 mL) was added 4 M HCl in dioxane (54 μL, 0.22 mmol). The mixture was stirred and heated on a Biotage microwave at 175° C. for 40 min, then cooled to rt. The mixture was neutralized with 0.5M sodi... The reactants are C(C)(=O)OCC=C(C=CC=C(C=CC=C(CCC=C(C)C)C)C)C (1-acetoxy-3,7,11,15-tetramethyl-hexadeca-2,4,6,8,10,14-hexaene), C1(=CC=CC=C1)P(C1=CC=CC=C1)C1=CC=CC=C1 (triphenylphosphine), S(O)(O)(=O)=O (sulfuric acid). Product: S([O-])(O)(=O)=O.CC(=CC[P+](C1=CC=CC=C1)(C1=CC=CC=C1)C1=CC=CC=C1)C=CC=C(C=CC=C(CCC=C(C)C)C)C (3,7,11,15-tetramethylhexadeca-2,4,6,8,10,14-hexaen-1-yl-triphenylphosphonium bisulfate). As a reaction SMILES: C(O[CH2:5][CH:6]=[C:7]([CH3:24])[CH:8]=[CH:9][CH:10]=[C:11]([CH3:23])[CH:12]=[CH:13][CH:14]=[C:15]([CH3:22])[CH2:16][CH2:17][CH:18]=[C:19]([CH3:21])[CH3:20])(=O)C.[C:25]1([P:31]([C:38]2[CH:43]=[CH:42][CH:41]=[CH:40][CH:39]=2)[C:32]2[CH:37]=[CH:36][CH:35]=[CH:34][CH:33]=2)[CH:30]=[CH:29][CH:28]=[CH:27][CH:26]=1.[S:44](=[O:48])(=[O:47])([OH:46])[OH:45]>>[S:44](=[O:46])(=[O:45])([OH:48])[O-:47].[CH3:24][C:7]([CH:8]=[CH:9][CH:10]=[C:11]([CH3:23])[CH:12]=[CH:13][CH:14]=[C:15]([CH3:22])[CH2:16][CH2:17][CH:18]=[C:19]([CH3:20])[CH3:21])=[CH:6][CH2:5][P+:31]([C:32]1[CH:33]=[CH:34][CH:35]=[CH:36][CH:37]=1)([C:38]1[CH:43]=[CH:42][CH:41]=[CH:40][CH:39]=1)[C:25]1[CH:26]=[CH:27][CH:28]=[CH:29][CH:30]=1 |f:3.4|. Procedure details: 3,7,11-Trimethyl-dodeca-1,4,6,10-tetraen-3-ol is prepared in accordance with German Pat. No. 1,115,238 from pseudoionone by reaction with sodium acetylide in liquid ammonia, followed by hydrogenation of the triple bond. The phosphonium bisulfate is prepared therefrom in the conventional manner, according to German Pat. No. 1,068,710, by reaction with triphenylphosphine and sulfuric acid. This phosphonium salt is reacted with β-formylcrotyl acetate, in accordance with German Pat. No. 1,068,710, t... Reactants: Cc1ccc(CCC(CO)COC(=O)C(C)(C)C)cc1C, C1CCOC1, CCOC(=O)N=NC(=O)OCC, [N-]=[N+]=NP(=O)(c1ccccc1)c1ccccc1. The product is Cc1ccc(CCC(CN=[N+]=[N-])COC(=O)C(C)(C)C)cc1C. Reaction SMILES: [C:1]([C:2]([CH3:3])([CH3:4])[CH3:5])(=[O:6])[O:7][CH2:8][CH:9]([CH2:10][CH2:11][c:12]1[cH:13][c:14]([CH3:19])[c:15]([CH3:18])[cH:16][cH:17]1)[CH2:20][OH:21].[CH2:51]1[O:52][CH2:53][CH2:54][CH2:55]1.[O:22]=[C:23]([O:24][CH2:25][CH3:26])[N:27]=[N:28][C:29]([O:30][CH2:31][CH3:32])=[O:33].[c:34]1([P:35]([c:36]2[cH:37][cH:38][cH:39][cH:40][cH:41]2)(=[O:42])[N:48]=[N+:49]=[N-:50])[cH:43][cH:44][cH:45][cH:46][cH:47]1>>[C:1]([C:2]([CH3:3])([CH3:4])[CH3:5])(=[O:6])[O:7][CH2:8][CH:9]([CH2:10][CH2:11][c:12]1[cH:13][c:14]([CH3:19])[c:15]([CH3:18])[cH:16][cH:17]1)[CH2:20][N:48]=[N+:49]=[N-:50]. Starting materials: CN=C(NC)N(C)C, COC(=O)C=Cc1ccccc1, CCOCC, Cl, C[N+](=O)[O-]. The product is COC(=O)CC(C[N+](=O)[O-])c1ccccc1. Reaction SMILES: [CH3:17][NH:18][C:19](=[N:20][CH3:21])[N:22]([CH3:23])[CH3:24].[CH3:1][O:2][C:3]([CH:4]=[CH:5][c:6]1[cH:7][cH:8][cH:9][cH:10][cH:11]1)=[O:12].[CH3:25][CH2:26][O:27][CH2:28][CH3:29].[ClH:30].[N+:13](=[O:14])([O-:15])[CH3:16]>>[CH3:1][O:2][C:3]([CH2:4][CH:5]([c:6]1[cH:7][cH:8][cH:9][cH:10][cH:11]1)[CH2:16][N+:13](=[O:14])[O-:15])=[O:12].